From a dataset of the Open Reaction Database (ORD), a public repository of structured organic reaction records. describe an organic reaction: reactants, conditions, products, and yield Run at time 1 hour. Reactants: Cl (HCl), FC(C=1C=C(C=C(C1)C(F)(F)F)[C@@H]1[C@@H](N(C(O1)=O)CC1=NC(=CC=C1C=1C=C(C=CC1OC)C1=C(C=C(C=C1)C(=O)OC)C)C1CC1)C)(F)F (Methyl 3′-[2-({(4S,5R)-5-[3,5-bis(trifluoromethyl)phenyl]-4-methyl-2-oxo-1,3-oxazolidin-3-yl}methyl)-6-cyclopropylpyridin-3-yl]-4′-methoxy-2-methylbiphenyl-4-carboxylate), O.[OH-].[Li+] (lithium hydroxide monohydrate), O1CCOCC1 (1,4-dioxane). Reaction SMILES: [F:1][C:2]([F:50])([F:49])[C:3]1[CH:4]=[C:5]([C@H:13]2[O:17][C:16](=[O:18])[N:15]([CH2:19][C:20]3[C:25]([C:26]4[CH:27]=[C:28]([C:34]5[CH:39]=[CH:38][C:37]([C:40]([O:42]C)=[O:41])=[CH:36][C:35]=5[CH3:44])[CH:29]=[CH:30][C:31]=4[O:32][CH3:33])=[CH:24][CH:23]=[C:22]([CH:45]4[CH2:47][CH2:46]4)[N:21]=3)[C@H:14]2[CH3:48])[CH:6]=[C:7]([C:9]([F:12])([F:11])[F:10])[CH:8]=1.O.[OH-].[Li+].O1CCOCC1.Cl>O>[F:50][C:2]([F:1])([F:49])[C:3]1[CH:4]=[C:5]([C@H:13]2[O:17][C:16](=[O:18])[N:15]([CH2:19][C:20]3[C:25]([C:26]4[CH:27]=[C:28]([C:34]5[CH:39]=[CH:38][C:37]([C:40]([OH:42])=[O:41])=[CH:36][C:35]=5[CH3:44])[CH:29]=[CH:30][C:31]=4[O:32][CH3:33])=[CH:24][CH:23]=[C:22]([CH:45]4[CH2:46][CH2:47]4)[N:21]=3)[C@H:14]2[CH3:48])[CH:6]=[C:7]([C:9]([F:11])([F:12])[F:10])[CH:8]=1 |f:1.2.3|. Solvent: O (water). The product is FC(C=1C=C(C=C(C1)C(F)(F)F)[C@@H]1[C@@H](N(C(O1)=O)CC1=NC(=CC=C1C=1C=C(C=CC1OC)C1=C(C=C(C=C1)C(=O)O)C)C1CC1)C)(F)F (3′-[2-({(4S,5R)-5-[3,5-Bis(trifluoromethyl)phenyl]-4-methyl-2-oxo-1,3-oxazolidin-3-yl}methyl)-6-cyclopropylpyridin-3-yl]-4′-methoxy-2-methylbiphenyl-4-carboxylic acid). Procedure: Methyl 3′-[2-({(4S,5R)-5-[3,5-bis(trifluoromethyl)phenyl]-4-methyl-2-oxo-1,3-oxazolidin-3-yl}methyl)-6-cyclopropylpyridin-3-yl]-4′-methoxy-2-methylbiphenyl-4-carboxylate (70 mg, 0.100 mmol), lithium hydroxide monohydrate (21.02 mg, 0.501 mmol), 1,4-dioxane (1.670 mL) and water (1.670 mL) were stirred at room temperature. LCMS indicated about 8% conversion when reaction time was 1 h. LCMS trace of reaction aliquot at reaction time 18 h indicated completion of reaction. Reaction mixture was acidif... The reactants are CCCC(CCC)N1CCc2c(C(=O)OC)cc(Br)cc2C1=O, CCCC[Sn](CCCC)(CCCC)c1ncco1, C1COCCO1, c1ccc(P(c2ccccc2)(c2ccccc2)[Pd](P(c2ccccc2)(c2ccccc2)c2ccccc2)(P(c2ccccc2)(c2ccccc2)c2ccccc2)P(c2ccccc2)(c2ccccc2)c2ccccc2)cc1. The product is CCCC(CCC)N1CCc2c(C(=O)OC)cc(-c3ncco3)cc2C1=O. Reaction SMILES: [Br:1][c:2]1[cH:3][c:4]([C:20](=[O:21])[O:22][CH3:23])[c:5]2[c:10]([cH:11]1)[C:9](=[O:12])[N:8]([CH:13]([CH2:14][CH2:15][CH3:16])[CH2:17][CH2:18][CH3:19])[CH2:7][CH2:6]2.[CH2:24]([Sn:25]([CH2:26][CH2:27][CH2:28][CH3:34])([c:29]1[o:30][cH:31][cH:32][n:33]1)[CH2:35][CH2:36][CH2:37][CH3:38])[CH2:39][CH2:40][CH3:41].[O:42]1[CH2:43][CH2:44][O:45][CH2:46][CH2:47]1.[cH:48]1[cH:49][cH:50][c:51]([P:52]([Pd:53]([P:54]([c:55]2[cH:56][cH:57][cH:58][cH:59][cH:60]2)([c:61]2[cH:62][cH:63][cH:64][cH:65][cH:66]2)[c:67]2[cH:68][cH:69][cH:70][cH:71][cH:72]2)([P:73]([c:74]2[cH:75][cH:76][cH:77][cH:78][cH:79]2)([c:80]2[cH:81][cH:82][cH:83][cH:84][cH:85]2)[c:86]2[cH:87][cH:88][cH:89][cH:90][cH:91]2)[P:92]([c:93]2[cH:94][cH:95][cH:96][cH:97][cH:98]2)([c:99]2[cH:100][cH:101][cH:102][cH:103][cH:104]2)[c:105]2[cH:106][cH:107][cH:108][cH:109][cH:110]2)([c:111]2[cH:112][cH:113][cH:114][cH:115][cH:116]2)[c:117]2[cH:118][cH:119][cH:120][cH:121][cH:122]2)[cH:123][cH:124]1>>[c:2]1(-[c:29]2[o:30][cH:31][cH:32][n:33]2)[cH:3][c:4]([C:20](=[O:21])[O:22][CH3:23])[c:5]2[c:10]([cH:11]1)[C:9](=[O:12])[N:8]([CH:13]([CH2:14][CH2:15][CH3:16])[CH2:17][CH2:18][CH3:19])[CH2:7][CH2:6]2. Starting materials: BrC1=CC=2C3=C(C=NC2C=C1)N(C(N3C=3C(=NN(C3)C)C)=O)C (8-bromo-1-(1,3-dimethyl-1H-pyrazol-4-yl)-3-methyl-1,3-dihydro-imidazo[4,5-c]quinolin-2-one), BrC1=CC=2C3=C(C=NC2C=C1)N(C(N3C=3C(=NN(C3)C)C)=O)C (8-bromo-1-(1,3-dimethyl-1H-pyrazol-4-yl)-3-methyl-1,3-dihydro-imidazo[4,5-c]quinolin-2-one), C(C)N1C(N(C2=NC=C(C=C21)B2OC(C(O2)(C)C)(C)C)C)=O (1-ethyl-3-methyl-6-(4,4,5,5-tetramethyl-[1,3,2]dioxaborolan-2-yl)-1,3-dihydro-imidazo[4,5-b]pyridin-2-one). Yields the product CN1N=C(C(=C1)N1C(N(C=2C=NC=3C=CC(=CC3C21)C=2C=C1C(=NC2)N(C(N1CC)=O)C)C)=O)C (1-(1,3-Dimethyl-1H-pyrazol-4-yl)-8-(1-ethyl-3-methyl-2-oxo-2,3-dihydro-1H-imidazo[4,5-b]pyridin-6-yl)-3-methyl-1,3-dihydro-imidazo[4,5-c]quinolin-2-one). As a reaction SMILES: Br[C:2]1[CH:11]=[CH:10][C:9]2[N:8]=[CH:7][C:6]3[N:12]([CH3:23])[C:13](=[O:22])[N:14]([C:15]4[C:16]([CH3:21])=[N:17][N:18]([CH3:20])[CH:19]=4)[C:5]=3[C:4]=2[CH:3]=1.[CH2:24]([N:26]1[C:34]2[C:29](=[N:30][CH:31]=[C:32](B3OC(C)(C)C(C)(C)O3)[CH:33]=2)[N:28]([CH3:44])[C:27]1=[O:45])[CH3:25]>>[CH3:20][N:18]1[CH:19]=[C:15]([N:14]2[C:5]3[C:4]4[CH:3]=[C:2]([C:32]5[CH:33]=[C:34]6[N:26]([CH2:24][CH3:25])[C:27](=[O:45])[N:28]([CH3:44])[C:29]6=[N:30][CH:31]=5)[CH:11]=[CH:10][C:9]=4[N:8]=[CH:7][C:6]=3[N:12]([CH3:23])[C:13]2=[O:22])[C:16]([CH3:21])=[N:17]1. Procedure details: The title compound was synthesized in a similar manner as described for Example 1.1 using 8-bromo-1-(1,3-dimethyl-1H-pyrazol-4-yl)-3-methyl-1,3-dihydro-imidazo[4,5-c]quinolin-2-one (Intermediate A) and 1-ethyl-3-methyl-6-(4,4,5,5-tetramethyl-[1,3,2]dioxaborolan-2-yl)-1,3-dihydro-imidazo[4,5-b]pyridin-2-one (Stage 68.1.1) to give the title compound as a white solid. (HPLC: tR 2.47 min (Method A); M+H=469 MS-ES; 1H-NMR (d6-DMSO, 400 MHz) 8.97 (s, 1H), 8.14-8.08 (m, 3H), 8.01-7.94 (m, 1H), 7.62-7.5...